From a dataset of the Open Reaction Database (ORD), a public repository of structured organic reaction records. describe an organic reaction: reactants, conditions, products, and yield The reactants are CO (methanol), C1(=CC=CC=C1)CCO (2-phenylethanol), S(=O)(=O)(O)[O-].[K+] (potassium hydrogen sulfate), COC(C1=CC(=CC=C1)OC(=O)OC(C)(C)C)OC (3-tert.-butoxycarbonyloxy-benzaldehyde dimethylacetal). Run in C1(=CC=CC=C1)C (toluene). Run at time 2 hour. The product is C1(=CC=CC=C1)CCOC(C1=CC(=CC=C1)OC(=O)OC(C)(C)C)OCCC1=CC=CC=C1 (3-tert.-butoxycarbonyloxy-benzaldehyde bis-(2-phenylethyl)-acetal). RXN SMILES: [CH3:1][O:2][CH:3]([O:18][CH3:19])[C:4]1[CH:9]=[CH:8][CH:7]=[C:6]([O:10][C:11]([O:13][C:14]([CH3:17])([CH3:16])[CH3:15])=[O:12])[CH:5]=1.[C:20]1([CH2:26]CO)[CH:25]=[CH:24][CH:23]=[CH:22][CH:21]=1.S([O-])(O)(=O)=O.[K+].CO>C1(C)C=CC=CC=1>[C:4]1([CH2:3][CH2:19][O:18][CH:3]([O:2][CH2:1][CH2:26][C:20]2[CH:21]=[CH:22][CH:23]=[CH:24][CH:25]=2)[C:4]2[CH:9]=[CH:8][CH:7]=[C:6]([O:10][C:11]([O:13][C:14]([CH3:15])([CH3:16])[CH3:17])=[O:12])[CH:5]=2)[CH:9]=[CH:8][CH:7]=[CH:6][CH:5]=1 |f:2.3|. Reported procedure: One g (3.73 mmol) of 3-tert.-butoxycarbonyloxy-benzaldehyde dimethylacetal was dissolved in 40 ml of dried toluene. After addition of 0.91 g (7.46 mmol) of 2-phenylethanol and 18 mg of potassium hydrogen sulfate, the resulting mixture was stirred for 2 hours under reflux. The methanol formed was then distilled off slowly, while more toluene was added to the mixture. After complete removal of the methanol, the mixture was cooled down and the potassium hydrogen sulfate was filtered off. The filtra... Reactants: C1=C2C(=CC3=CC=CC=C13)C(=O)OC2=O (naphthalene-2,3-dicarboxylic anhydride), FC1=C(C=CC=C1)F (1,2-difluorobenzene). Product: FC1=CC=2C(C3=CC4=CC=CC=C4C=C3C(C2C=C1F)=O)=O (2,3-difluoronaphthacene-5,12-dione). As a reaction SMILES: [CH:1]1[C:10]2[C:5](=[CH:6][CH:7]=[CH:8][CH:9]=2)[CH:4]=[C:3]2[C:11]([O:13][C:14](=[O:15])[C:2]=12)=O.[F:16][C:17]1[CH:22]=[CH:21][CH:20]=[CH:19][C:18]=1[F:23]>>[F:16][C:17]1[C:18]([F:23])=[CH:19][C:20]2[C:14](=[O:15])[C:2]3[C:3](=[CH:4][C:5]4[C:10]([CH:1]=3)=[CH:9][CH:8]=[CH:7][CH:6]=4)[C:11](=[O:13])[C:21]=2[CH:22]=1. Reported procedure: Using the same procedure and naphthalene-2,3-dicarboxylic anhydride and 1,2-difluorobenzene gives 2,3-difluoronaphthacene-5,12-dione.